This data is from the Open Reaction Database (ORD), a public repository of structured organic reaction records. The task is: describe an organic reaction: reactants, conditions, products, and yield The reactants are CCN(C(C)C)C(C)C, O=C(Cl)OCCCl, NCC1CCC(Nc2nc3c(s2)CCCc2ccc(F)cc2-3)CC1, O, c1ccncc1. The product is O=C(NCC1CCC(Nc2nc3c(s2)CCCc2ccc(F)cc2-3)CC1)OCCCl. As a reaction SMILES: [CH:31]([N:32]([CH:33]([CH3:34])[CH3:35])[CH2:36][CH3:37])([CH3:38])[CH3:39].[Cl:40][C:41](=[O:42])[O:43][CH2:44][CH2:45][Cl:46].[NH2:1][CH2:2][CH:3]1[CH2:4][CH2:5][CH:6]([NH:9][c:10]2[s:11][c:12]3[c:13]([n:14]2)-[c:15]2[c:16]([cH:20][cH:21][c:22]([F:24])[cH:23]2)[CH2:17][CH2:18][CH2:19]3)[CH2:7][CH2:8]1.[OH2:47].[cH:25]1[cH:26][cH:27][n:28][cH:29][cH:30]1>>[NH:1]([CH2:2][CH:3]1[CH2:4][CH2:5][CH:6]([NH:9][c:10]2[s:11][c:12]3[c:13]([n:14]2)-[c:15]2[c:16]([cH:20][cH:21][c:22]([F:24])[cH:23]2)[CH2:17][CH2:18][CH2:19]3)[CH2:7][CH2:8]1)[C:41](=[O:42])[O:43][CH2:44][CH2:45][Cl:46].